From a dataset of the Open Reaction Database (ORD), a public repository of structured organic reaction records. describe an organic reaction: reactants, conditions, products, and yield As a reaction SMILES: [C:24]([O:25][BH-:26]([O:27][C:28](=[O:29])[CH3:30])[O:31][C:32](=[O:33])[CH3:34])(=[O:35])[CH3:36].[CH2:1]=[O:2].[CH3:38][CH2:39][O:40][C:41](=[O:42])[CH3:43].[F:3][C:4]([c:5]1[cH:6][c:7]([S:11](=[O:12])(=[O:13])[N:14]2[CH2:15][CH2:16][CH:17]([O:20][NH2:21])[CH2:18][CH2:19]2)[cH:8][cH:9][cH:10]1)([F:22])[F:23].[Na+:37]>>[F:3][C:4]([c:5]1[cH:6][c:7]([S:11](=[O:12])(=[O:13])[N:14]2[CH2:15][CH2:16][CH:17]([O:20][NH:21][CH3:24])[CH2:18][CH2:19]2)[cH:8][cH:9][cH:10]1)([F:22])[F:23]. Product: CNOC1CCN(S(=O)(=O)c2cccc(C(F)(F)F)c2)CC1. Reactants: CC(=O)O[BH-](OC(C)=O)OC(C)=O, C=O, CCOC(C)=O, NOC1CCN(S(=O)(=O)c2cccc(C(F)(F)F)c2)CC1, [Na+]. The reactants are FC(S(=O)(=O)OC1=C(C=C(C=C1)C(C)=O)OC)(F)F (4-acetyl-2-methoxyphenyl trifluoromethanesulfonate), [Br-].N1=C(C=CC=C1)[Zn+] (2-pyridylzinc bromide). The reagents and catalysts are C=1C=CC(=CC1)[P](C=2C=CC=CC2)(C=3C=CC=CC3)[Pd]([P](C=4C=CC=CC4)(C=5C=CC=CC5)C=6C=CC=CC6)([P](C=7C=CC=CC7)(C=8C=CC=CC8)C=9C=CC=CC9)[P](C=1C=CC=CC1)(C=1C=CC=CC1)C=1C=CC=CC1 (Pd(PPh3)4). Run in C1CCOC1 (THF). Yields the product COC=1C=C(C=CC1C1=NC=CC=C1)C(C)=O (1-(3-methoxy-4-pyridin-2-ylphenyl)ethanone). Reaction SMILES: FC(F)(F)S(O[C:7]1[CH:12]=[CH:11][C:10]([C:13](=[O:15])[CH3:14])=[CH:9][C:8]=1[O:16][CH3:17])(=O)=O.[Br-].[N:21]1[CH:26]=[CH:25][CH:24]=[CH:23][C:22]=1[Zn+]>C1COCC1.C1C=CC([P]([Pd]([P](C2C=CC=CC=2)(C2C=CC=CC=2)C2C=CC=CC=2)([P](C2C=CC=CC=2)(C2C=CC=CC=2)C2C=CC=CC=2)[P](C2C=CC=CC=2)(C2C=CC=CC=2)C2C=CC=CC=2)(C2C=CC=CC=2)C2C=CC=CC=2)=CC=1>[CH3:17][O:16][C:8]1[CH:9]=[C:10]([C:13](=[O:15])[CH3:14])[CH:11]=[CH:12][C:7]=1[C:22]1[CH:23]=[CH:24][CH:25]=[CH:26][N:21]=1 |f:1.2,^1:36,38,57,76|. Procedure details: A solution of 4-acetyl-2-methoxyphenyl trifluoromethanesulfonate (5.8 g, 19.5 mmol) in THF (100 mL) was degassed by bubbling argon through the solution for 15 min, then treated with 2-pyridylzinc bromide (39 mL of 0.5M in THF, 19.5 mmol) and Pd(PPh3)4 (1.1 g, 0.97 mmol). The resulting reaction mixture was degassed again and heated to reflux for 12 h under an atmosphere of argon. The reaction mixture was cooled to rt, concentrated and purified by flash column chromatography on silica gel eluting ...